From a dataset of the Open Reaction Database (ORD), a public repository of structured organic reaction records. describe an organic reaction: reactants, conditions, products, and yield Reactants: C1(CCCC1)N1C=C(C2=CC(=C(C=C12)C)F)C#N (1-cyclopentyl-5-fluoro-6-methyl-1H-indole-3-carbonitrile), B(OC(C)C)(OC(C)C)OC(C)C (triisopropyl borate), [Li+].CC(C)[N-]C(C)C (LDA). Run in C1CCOC1 (THF). Conditions: temperature -78 celsius, time 30 minute. Yields the product C(#N)C1=C(N(C2=CC(=CC=C12)C1CC1)C1CCC1)B(O)O (3-cyano-1-cyclobutyl-6-cyclopropyl-1H-indol-2-ylboronic acid). RXN SMILES: [CH:1]1([N:6]2[C:14]3[C:9](=[CH:10][C:11](F)=[C:12]([CH3:15])[CH:13]=3)[C:8]([C:17]#[N:18])=[CH:7]2)[CH2:5][CH2:4][CH2:3]C1.[B:19](OC(C)C)([O:24]C(C)C)[O:20]C(C)C.[Li+].[CH3:33][CH:34]([N-]C(C)C)C>C1COCC1>[C:17]([C:8]1[C:9]2[C:14](=[CH:13][C:12]([CH:15]3[CH2:34][CH2:33]3)=[CH:11][CH:10]=2)[N:6]([CH:1]2[CH2:3][CH2:4][CH2:5]2)[C:7]=1[B:19]([OH:24])[OH:20])#[N:18] |f:2.3|. Procedure: Into a solution of 1-cyclopentyl-5-fluoro-6-methyl-1H-indole-3-carbonitrile (4.4 g, 18.2 mmol) and triisopropyl borate (7.6 mL, 33 mmol) in THF (75 mL) at −78° C. was added LDA (1.5 M in cyclohexane, 15.8 mL, 23.7 mmol). The mixture was stirred at −78° C. for 30 min, quenched with ice water (200 mL) and stirred for 15 min without cooling. The mixture was extracted with ethyl acetate 1:1 in hexane (20 mL). The aqueous layer was acidified with aq. 2 N HCl to pH 5 and then extracted with CH2Cl2 (10...